Dataset: the Open Reaction Database (ORD), a public repository of structured organic reaction records. Task: describe an organic reaction: reactants, conditions, products, and yield The reactants are N1CCNCC1 (Piperazine), Pd(II)acetate, CC(C)([O-])C.[Na+] (sodium t-butoxide), C=1C=CC(=CC1)P(C=2C=CC=CC2)C3=CC=C4C=CC=CC4=C3C5=C6C=CC=CC6=CC=C5P(C=7C=CC=CC7)C=8C=CC=CC8 (BINAP), BrC1=C(C=C(C=C1)Cl)C(=O)C1=CC=CC=C1 ((2-Bromo-5-chloro-phenyl)-phenyl-methanone). The solvent is C1(=CC=CC=C1)C (toluene), C1(=CC=CC=C1)C (toluene). Conditions: temperature 110 celsius. Yields the product ClC=1C=CC(=C(C1)C(=O)C1=CC=CC=C1)N1CCNCC1 ((5-Chloro-2-piperazin-1-yl-phenyl)-phenyl-methanone). Reaction SMILES: [NH:1]1[CH2:6][CH2:5][NH:4][CH2:3][CH2:2]1.CC(C)([O-])C.[Na+].C1C=CC(P(C2C(C3C(P(C4C=CC=CC=4)C4C=CC=CC=4)=CC=C4C=3C=CC=C4)=C3C(C=CC=C3)=CC=2)C2C=CC=CC=2)=CC=1.Br[C:60]1[CH:65]=[CH:64][C:63]([Cl:66])=[CH:62][C:61]=1[C:67]([C:69]1[CH:74]=[CH:73][CH:72]=[CH:71][CH:70]=1)=[O:68]>C1(C)C=CC=CC=1>[Cl:66][C:63]1[CH:64]=[CH:65][C:60]([N:1]2[CH2:6][CH2:5][NH:4][CH2:3][CH2:2]2)=[C:61]([C:67]([C:69]2[CH:70]=[CH:71][CH:72]=[CH:73][CH:74]=2)=[O:68])[CH:62]=1 |f:1.2|. Procedure details: Piperazine (3.6 g, 42.5 mmol), Pd(II)acetate (0.007 g, 0.043 mmol), sodium t-butoxide (0.22 g, 2.4 mmol) and BINAP (0.042 g, 0.068 mmol) were stirred at room temperature in 10 mL dry toluene for 15 min. (2-Bromo-5-chloro-phenyl)-phenyl-methanone (0.5 g, 1.7 mmol) in 10 mL dry toluene was then added into the reaction mixture. The reaction mixture was refluxed at 110° C. for 20 hrs, filtered through a celite bed, washed with toluene, concentrated, taken in ethyl acetate and extracted with 1.5 (N)H...